This data is from the Open Reaction Database (ORD), a public repository of structured organic reaction records. The task is: describe an organic reaction: reactants, conditions, products, and yield Starting materials: [Cl-].[NH4+] (ammonium chloride), COC=1C=C2C=C(NC2=CC1)C1=CC=CC=C1 (5-methoxy-2-phenylindole), [H-].[Na+] (sodium hydride), ClCC=1OC=C(N1)C(=O)OC (methyl 2-(chloromethyl)-1,3-oxazole-4-carboxylate). The solvent is O (water), CN(C=O)C (N,N-dimethylformamide). Conditions: time 2 hour. The product is COC=1C=C2C=C(N(C2=CC1)CC=1OC=C(N1)C(=O)OC)C1=CC=CC=C1 (Methyl 2-(5-methoxy-2-phenylindol-1-ylmethyl)oxazole-4-carboxylate). Yield: 68.8%. RXN SMILES: [CH3:1][O:2][C:3]1[CH:4]=[C:5]2[C:9](=[CH:10][CH:11]=1)[NH:8][C:7]([C:12]1[CH:17]=[CH:16][CH:15]=[CH:14][CH:13]=1)=[CH:6]2.[H-].[Na+].Cl[CH2:21][C:22]1[O:23][CH:24]=[C:25]([C:27]([O:29][CH3:30])=[O:28])[N:26]=1.[Cl-].[NH4+]>CN(C)C=O.O>[CH3:1][O:2][C:3]1[CH:4]=[C:5]2[C:9](=[CH:10][CH:11]=1)[N:8]([CH2:21][C:22]1[O:23][CH:24]=[C:25]([C:27]([O:29][CH3:30])=[O:28])[N:26]=1)[C:7]([C:12]1[CH:13]=[CH:14][CH:15]=[CH:16][CH:17]=1)=[CH:6]2 |f:1.2,4.5|. Procedure: To a solution of 5-methoxy-2-phenylindole (205 mg) in N,N-dimethylformamide (4.6 mL) was added sodium hydride (in oil, 50 to 72%, 55 mg) under cooling with ice and an argon atmosphere, and the mixture was stirred at room temperature for 2 hours. Then methyl 2-(chloromethyl)-1,3-oxazole-4-carboxylate (193 mg) was added, and the mixture was stirred at 80° C. for 22 hours. The reaction mixture was allowed to cool to ambient temperature. A saturated aqueous ammonium chloride solution and water were ...